The task is: describe an organic reaction: reactants, conditions, products, and yield. This data is from the Open Reaction Database (ORD), a public repository of structured organic reaction records. Reactants: C1(CC1)CC(O)C=1C=C(C(=O)OC)C=CC1C (methyl 3-(2-cyclopropyl-1-hydroxyethyl)-4-methylbenzoate), C1(CC1)CC(O)C=1C=C(C(=O)OC)C=CC1C (methyl 3-(2-cyclopropyl-1-hydroxyethyl)-4-methylbenzoate), CC(=O)OI1(C=2C=CC=CC2C(=O)O1)(OC(=O)C)OC(=O)C (Dess-Martin periodinane). Solvent: ClCCl (dichloromethane). Reaction conditions: time 1 hour. Product: C1(CC1)CC(=O)C=1C=C(C(=O)OC)C=CC1C (Methyl 3-(2-cyclopropylacetyl)-4-methylbenzoate). Isolated yield 76.0%. As a reaction SMILES: [CH:1]1([CH2:4][CH:5]([C:7]2[CH:8]=[C:9]([CH:14]=[CH:15][C:16]=2[CH3:17])[C:10]([O:12][CH3:13])=[O:11])[OH:6])[CH2:3][CH2:2]1.CC(OI1(OC(C)=O)(OC(C)=O)OC(=O)C2C=CC=CC1=2)=O>ClCCl>[CH:1]1([CH2:4][C:5]([C:7]2[CH:8]=[C:9]([CH:14]=[CH:15][C:16]=2[CH3:17])[C:10]([O:12][CH3:13])=[O:11])=[O:6])[CH2:3][CH2:2]1. Reported procedure: Into a 100-mL round-bottom flask, was placed a solution of methyl 3-(2-cyclopropyl-1-hydroxyethyl)-4-methylbenzoate (compound 4.4, 200 mg, 0.85 mmol) in dichloromethane (30 mL). This was followed by the addition of Dess-Martin periodinane (721 mg, 1.70 mmol) in portions at room temperature. The resulting solution was stirred for 1 h at room temperature, then quenched with saturated aqueous Na2S2O3 (30 mL). The resulting mixture was extracted with DCM (3×20 mL) and the combined organics was washe... The reactants are N1CCC(C2=CC=C(C=C12)C(=O)O)=O (2,3-dihydro-4-quinolone-7-carboxylic acid), C(C)(=O)OC(C)=O (acetic anhydride). Run in O (water). Product: C(C)(=O)N1CCC(C2=CC=C(C=C12)C(=O)O)=O (1-Acetyl-2,3-dihydro-4-quinolone-7-carboxylic Acid). As a reaction SMILES: [NH:1]1[C:10]2[C:5](=[CH:6][CH:7]=[C:8]([C:11]([OH:13])=[O:12])[CH:9]=2)[C:4](=[O:14])[CH2:3][CH2:2]1.[C:15](OC(=O)C)(=[O:17])[CH3:16]>O>[C:15]([N:1]1[C:10]2[C:5](=[CH:6][CH:7]=[C:8]([C:11]([OH:13])=[O:12])[CH:9]=2)[C:4](=[O:14])[CH2:3][CH2:2]1)(=[O:17])[CH3:16]. Procedure: 5.0 g of 2,3-dihydro-4-quinolone-7-carboxylic acid and 22.5 g of acetic anhydride were heated to 100° C. for 1 hour. After cooling, water was added and the mixture was extracted with methylene chloride. The organic phase was dried and concentrated. The reactants are CC(C)OC(=O)/N=N/C(=O)OC(C)C (diisopropylazodicarboxylate), N1=CC=C(C=C1)O (Pyridin-4-ol), C1(CCC1)O (cyclobutanol), C1(=CC=CC=C1)P(C1=CC=CC=C1)C1=CC=CC=C1 (triphenylphosphine). The solvent is C1CCOC1 (THF). Conditions: time 10 minute. Product: C1(CCC1)OC1=CC=NC=C1 (4-cyclobutoxypyridine). The yield is 49.9%. Reaction SMILES: [N:1]1[CH:6]=[CH:5][C:4]([OH:7])=[CH:3][CH:2]=1.[CH:8]1(O)[CH2:11][CH2:10][CH2:9]1.C1(P(C2C=CC=CC=2)C2C=CC=CC=2)C=CC=CC=1.CC(OC(/N=N/C(OC(C)C)=O)=O)C>C1COCC1>[CH:8]1([O:7][C:4]2[CH:5]=[CH:6][N:1]=[CH:2][CH:3]=2)[CH2:11][CH2:10][CH2:9]1. Reported procedure: Pyridin-4-ol (6.0 g, 63.09 mmol), cyclobutanol (5.00 g, 69.40 mmol) and triphenylphosphine (18.20 g, 69.40 mmol) were added to THF (250 mL) and stirred for 10 minutes. To this was slowly added diisopropylazodicarboxylate (13.49 mL, 69.40 mmol). Once the addition was complete the reaction was stirred at 50° C. for 1 hour. The solvent was evaporated and the crude residue was dissolved in diethyl ether. To this was added a small amount of triphenylphoshine oxide and the reaction was stirred for 30 ...